From a dataset of the Open Reaction Database (ORD), a public repository of structured organic reaction records. describe an organic reaction: reactants, conditions, products, and yield Reported procedure: 2-Bromoethylamine hydrobromide (15 g, 73 mmol) and N-(benzyloxycarbonyloxy)succinimide (15.5 g, 62 mmol) are suspended in CH2Cl2 (150 mL) at 0° C. TEA (9 mL, 65 mmol) is added slowly keeping the temperature at 0° C. After 1 h the mixture is washed with 0.5M aqueous KHSO4 (50 mL) and brine (50 mL), the organic phase is dried (Na2SO4), filtered and evaporated to provide the title compound. Yields the product C(C1=CC=CC=C1)OC(NCCBr)=O ((2-Bromo-ethyl)-carbamic acid benzyl ester). Starting materials: Br.BrCCN (2-Bromoethylamine hydrobromide), C(C1=CC=CC=C1)OC(=O)ON1C(CCC1=O)=O (N-(benzyloxycarbonyloxy)succinimide), TEA. Reaction SMILES: Br.[Br:2][CH2:3][CH2:4][NH2:5].[CH2:6]([O:13][C:14](ON1C(=O)CCC1=O)=[O:15])[C:7]1[CH:12]=[CH:11][CH:10]=[CH:9][CH:8]=1>C(Cl)Cl>[CH2:6]([O:13][C:14](=[O:15])[NH:5][CH2:4][CH2:3][Br:2])[C:7]1[CH:12]=[CH:11][CH:10]=[CH:9][CH:8]=1 |f:0.1|. The solvent is C(Cl)Cl (CH2Cl2). Reactants: FC1=NC=C(C=C1C=1C(NC(N(C1)CCCN1C[C@]2(C[C@H]2C1)C1=CC=C(C=C1)C(F)(F)F)=O)=O)C (5-(2-fluoro-5-methyl-3-pyridinyl)-1-(3-{(1S,5R)-1-[4-(trifluoromethyl)phenyl]-3-azabicyclo[3.1.0]hex-3-yl}propyl)-2,4(1H,3H)-pyrimidinedione), Cl (HCl). Solvent: O1CCOCC1 (dioxane), O1CCOCC1 (dioxane). Yields the product Cl.Cl.FC1=NC=C(C=C1C=1C(NC(N(C1)CCCN1C[C@]2(C[C@H]2C1)C1=CC=C(C=C1)C(F)(F)F)=O)=O)C (5-(2-fluoro-5-methyl-3-pyridinyl)-1-(3-{(1S,5R)-1-[4-(trifluoromethyl)phenyl]-3-azabicyclo[3.1.0]hex-3-yl}propyl)-2,4(1H,3H)-pyrimidinedione dihydrochloride). Reaction SMILES: [F:1][C:2]1[C:7]([C:8]2[C:9](=[O:34])[NH:10][C:11](=[O:33])[N:12]([CH2:14][CH2:15][CH2:16][N:17]3[CH2:22][C@H:21]4[C@:19]([C:23]5[CH:28]=[CH:27][C:26]([C:29]([F:32])([F:31])[F:30])=[CH:25][CH:24]=5)([CH2:20]4)[CH2:18]3)[CH:13]=2)=[CH:6][C:5]([CH3:35])=[CH:4][N:3]=1.[ClH:36]>O1CCOCC1>[ClH:36].[ClH:36].[F:1][C:2]1[C:7]([C:8]2[C:9](=[O:34])[NH:10][C:11](=[O:33])[N:12]([CH2:14][CH2:15][CH2:16][N:17]3[CH2:22][C@H:21]4[C@:19]([C:23]5[CH:28]=[CH:27][C:26]([C:29]([F:32])([F:31])[F:30])=[CH:25][CH:24]=5)([CH2:20]4)[CH2:18]3)[CH:13]=2)=[CH:6][C:5]([CH3:35])=[CH:4][N:3]=1 |f:3.4.5|. Procedure: 5-(2-fluoro-5-methyl-3-pyridinyl)-1-(3-{(1S,5R)-1-[4-(trifluoromethyl)phenyl]-3-azabicyclo[3.1.0]hex-3-yl}propyl)-2,4(1H,3H)-pyrimidinedione was dissolved in dioxane (1 ml) and treated with 4N HCl in dioxane solution (2 eq), to give 59 mg of the title compound. Starting materials: ClCCCBr, C1CCOC1, Cc1cc(-c2ccc3c(c2)CCNCC3)n(C)n1, CCOC(C)=O, CCN(C(C)C)C(C)C. The product is Cc1cc(-c2ccc3c(c2)CCN(CCCCl)CC3)n(C)n1. Reaction SMILES: [Br:19][CH2:20][CH2:21][CH2:22][Cl:23].[CH2:24]1[O:25][CH2:26][CH2:27][CH2:28]1.[CH3:1][n:2]1[n:3][c:4]([CH3:18])[cH:5][c:6]1-[c:7]1[cH:8][c:9]2[c:10]([cH:16][cH:17]1)[CH2:11][CH2:12][NH:13][CH2:14][CH2:15]2.[CH3:38][CH2:39][O:40][C:41](=[O:42])[CH3:43].[CH:29]([N:30]([CH:31]([CH3:32])[CH3:33])[CH2:34][CH3:35])([CH3:36])[CH3:37]>>[CH3:1][n:2]1[n:3][c:4]([CH3:18])[cH:5][c:6]1-[c:7]1[cH:8][c:9]2[c:10]([cH:16][cH:17]1)[CH2:11][CH2:12][N:13]([CH2:20][CH2:21][CH2:22][Cl:23])[CH2:14][CH2:15]2. The reactants are N#Cc1ccc(Br)cc1, O=C1CCC1, [Li]CCCC, C1CCOC1, O. The product is N#Cc1ccc(C2(O)CCC2)cc1. RXN SMILES: [Br:1][c:2]1[cH:3][cH:4][c:5]([C:6]#[N:7])[cH:8][cH:9]1.[C:15]1(=[O:19])[CH2:16][CH2:17][CH2:18]1.[CH3:10][CH2:11][CH2:12][CH2:13][Li:14].[O:21]1[CH2:22][CH2:23][CH2:24][CH2:25]1.[OH2:20]>>[c:2]1([C:15]2([OH:19])[CH2:16][CH2:17][CH2:18]2)[cH:3][cH:4][c:5]([C:6]#[N:7])[cH:8][cH:9]1. Run in [OH-].[K+] (potassium hydroxide), mixed solution. Isolated yield 71.7%. The product is BrC=1C=CC(=C(C1)CC1=C(C(=C(C=C1)OCC)F)F)Cl (1-[(5-bromo-2-chloro-phenyl)methyl]-4-ethoxy-2,3-difluoro-benzene). Procedure details: (5-bromo-2-chloro-phenyl)-(4-ethoxy-2,3-difluoro-phenyl)methanol 3d (8.0 g, 21.2 mmol) was dissolved in 150 mL of mixed solution (acetonitrile and dichloromethane, v:v=2:1), followed by addition of triethylsilane (10.1 mL, 63.6 mmol) and boron trifluoride etherate (5.3 mL, 42.4 mmol). The reaction mixture was stirred for 3 hours, before 100 mL 2 M potassium hydroxide were added. The organic extract was combined, dried over anhydrous magnesium sulfate, and filtered. The filtrate was concentrated ... As a reaction SMILES: [Br:1][C:2]1[CH:3]=[CH:4][C:5]([Cl:21])=[C:6]([CH:8]([C:10]2[CH:15]=[CH:14][C:13]([O:16][CH2:17][CH3:18])=[C:12]([F:19])[C:11]=2[F:20])O)[CH:7]=1.C([SiH](CC)CC)C.B(F)(F)F.CCOCC>[OH-].[K+]>[Br:1][C:2]1[CH:3]=[CH:4][C:5]([Cl:21])=[C:6]([CH2:8][C:10]2[CH:15]=[CH:14][C:13]([O:16][CH2:17][CH3:18])=[C:12]([F:19])[C:11]=2[F:20])[CH:7]=1 |f:2.3,4.5|. The reactants are C(C)[SiH](CC)CC (triethylsilane), B(F)(F)F.CCOCC (boron trifluoride etherate), BrC=1C=CC(=C(C1)C(O)C1=C(C(=C(C=C1)OCC)F)F)Cl ((5-bromo-2-chloro-phenyl)-(4-ethoxy-2,3-difluoro-phenyl)methanol). Starting materials: C(C1=CC=CC=C1)OCC1=NNC(C2=CC(=CC=C12)OC)=O (4-benzyloxymethyl-7-methoxy-2H-phthalazin-1-one), P(=O)(Cl)(Cl)Cl (phosphoryl chloride). The product is C(C1=CC=CC=C1)OCC1=NN=C(C2=CC(=CC=C12)OC)Cl (4-Benzyloxymethyl-1-chloro-7-methoxyphthalazine). Reaction SMILES: [CH2:1]([O:8][CH2:9][C:10]1[C:19]2[C:14](=[CH:15][C:16]([O:20][CH3:21])=[CH:17][CH:18]=2)[C:13](=O)[NH:12][N:11]=1)[C:2]1[CH:7]=[CH:6][CH:5]=[CH:4][CH:3]=1.P(Cl)(Cl)([Cl:25])=O>>[CH2:1]([O:8][CH2:9][C:10]1[C:19]2[C:14](=[CH:15][C:16]([O:20][CH3:21])=[CH:17][CH:18]=2)[C:13]([Cl:25])=[N:12][N:11]=1)[C:2]1[CH:7]=[CH:6][CH:5]=[CH:4][CH:3]=1. Reported procedure: This compound is obtained according to the procedure described in 1.3. by reacting 4-benzyloxymethyl-7-methoxy-2H-phthalazin-1-one with phosphoryl chloride. This oily compound is used as obtained in the following reaction.